This data is from the Open Reaction Database (ORD), a public repository of structured organic reaction records. The task is: describe an organic reaction: reactants, conditions, products, and yield Reactants: C(C)(C)[C@]1(C[C@@H](CC1)N[C@H]1C(COCC1)OC)C(=O)N1CCC(=CC1)C1=CC(=CC=C1)C(F)(F)F ((4R)-N-((1R,3S)-3-Isopropyl-3-[4-[3-(trifluoromethyl)phenyl]-3,6-dihydropyridin-1(2H)-yl]carbonylcyclopentyl)-3-methoxytetrahydro-2H-pyran-4-amine). Run in CO (methanol). Run at time 8 hour. Product: C(C)(C)[C@]1(C[C@@H](CC1)N[C@H]1C(COCC1)OC)C(=O)N1CCC(CC1)C1=CC(=CC=C1)C(F)(F)F ((4R)—N-[(1R,3S)-3-isopropyl-3-(4-[3-(trifluoromethyl)phenyl]piperidin-1-ylcarbonyl)cyclopentyl]-3-methoxytetrahydro-2H-pyran-4-amine). Yield: 71.7%. Reaction SMILES: [CH:1]([C@:4]1([C:18]([N:20]2[CH2:25][CH:24]=[C:23]([C:26]3[CH:31]=[CH:30][CH:29]=[C:28]([C:32]([F:35])([F:34])[F:33])[CH:27]=3)[CH2:22][CH2:21]2)=[O:19])[CH2:8][CH2:7][C@@H:6]([NH:9][C@@H:10]2[CH2:15][CH2:14][O:13][CH2:12][CH:11]2[O:16][CH3:17])[CH2:5]1)([CH3:3])[CH3:2]>CO>[CH:1]([C@:4]1([C:18]([N:20]2[CH2:21][CH2:22][CH:23]([C:26]3[CH:31]=[CH:30][CH:29]=[C:28]([C:32]([F:35])([F:34])[F:33])[CH:27]=3)[CH2:24][CH2:25]2)=[O:19])[CH2:8][CH2:7][C@@H:6]([NH:9][C@@H:10]2[CH2:15][CH2:14][O:13][CH2:12][CH:11]2[O:16][CH3:17])[CH2:5]1)([CH3:3])[CH3:2]. Reported procedure: (4R)-N-((1R,3S)-3-Isopropyl-3-[4-[3-(trifluoromethyl)phenyl]-3,6-dihydropyridin-1(2H)-yl]carbonylcyclopentyl)-3-methoxytetrahydro-2H-pyran-4-amine (8.0 mg, 0.016 mmol) was dissolved in methanol (0.63 mL), degassed-purged with N2, followed by the addition of Palladium (3.44 mg) (10% dry weight on wet activated carbon). The reaction flask was degassed-purged with N2 three times, then stirred at room temperature under H2 (1 atm) overnight. The mixture was filtered through celite pad, washed with me...